From a dataset of the Open Reaction Database (ORD), a public repository of structured organic reaction records. describe an organic reaction: reactants, conditions, products, and yield Starting materials: BrCc1ccccc1, O=C([O-])[O-], CC#N, N#Cc1ccc(O)cc1Cl, [K+], [K+]. Yields the product N#Cc1ccc(OCc2ccccc2)cc1Cl. RXN SMILES: [Br:17][CH2:18][c:19]1[cH:20][cH:21][cH:22][cH:23][cH:24]1.[C:1](=[O:2])([O-:3])[O-:4].[CH3:25][C:26]#[N:27].[Cl:7][c:8]1[c:9]([C:10]#[N:11])[cH:12][cH:13][c:14]([OH:16])[cH:15]1.[K+:5].[K+:6]>>[Cl:7][c:8]1[c:9]([C:10]#[N:11])[cH:12][cH:13][c:14]([O:16][CH2:18][c:19]2[cH:20][cH:21][cH:22][cH:23][cH:24]2)[cH:15]1. The reactants are CS(=O)(=O)c1ccc(C2=C(Br)C(=O)CC2)cc1, C[Sn](C)(C)c1ccccn1, CN1CCCC1=O, CCOC(C)=O, c1ccc([As](c2ccccc2)c2ccccc2)cc1. The product is CS(=O)(=O)c1ccc(C2=C(c3ccccn3)C(=O)CC2)cc1. Reaction SMILES: [Br:1][C:2]1=[C:6]([c:7]2[cH:8][cH:9][c:10]([S:13](=[O:14])(=[O:15])[CH3:16])[cH:11][cH:12]2)[CH2:5][CH2:4][C:3]1=[O:17].[CH3:37][Sn:38]([c:39]1[n:40][cH:41][cH:42][cH:43][cH:44]1)([CH3:45])[CH3:46].[CH3:47][N:48]1[CH2:49][CH2:50][CH2:51][C:52]1=[O:53].[CH3:54][CH2:55][O:56][C:57]([CH3:58])=[O:59].[cH:18]1[cH:19][cH:20][c:21]([As:22]([c:23]2[cH:24][cH:25][cH:26][cH:27][cH:28]2)[c:29]2[cH:30][cH:31][cH:32][cH:33][cH:34]2)[cH:35][cH:36]1>>[C:2]1([c:39]2[n:40][cH:41][cH:42][cH:43][cH:44]2)=[C:6]([c:7]2[cH:8][cH:9][c:10]([S:13](=[O:14])(=[O:15])[CH3:16])[cH:11][cH:12]2)[CH2:5][CH2:4][C:3]1=[O:17]. The reactants are C[O-].[Na+] (Sodium methoxide), C(C1=CC=CC=C1)(=O)NC(=S)NC=1C=C(C(=O)O)C=C(C1)OC (3-(benzoylcarbamothioylamino)-5-methoxy-benzoic acid). The solvent is CO (MeOH). Reaction conditions: time 2 hour. Yields the product C(N)(=S)NC=1C=C(C(=O)O)C=C(C1)OC (3-(carbamothioylamino)-5-methoxy-benzoic acid). Yield: 92.0%. Reaction SMILES: C[O-].[Na+].C([NH:12][C:13]([NH:15][C:16]1[CH:17]=[C:18]([CH:22]=[C:23]([O:25][CH3:26])[CH:24]=1)[C:19]([OH:21])=[O:20])=[S:14])(=O)C1C=CC=CC=1>CO>[C:13]([NH:15][C:16]1[CH:17]=[C:18]([CH:22]=[C:23]([O:25][CH3:26])[CH:24]=1)[C:19]([OH:21])=[O:20])(=[S:14])[NH2:12] |f:0.1|. Reported procedure: Sodium methoxide (4.76 mL, 2.38 mmol, 0.5 M solution in methanol) was added to a solution of 3-(benzoylcarbamothioylamino)-5-methoxy-benzoic acid from Step 1 in MeOH (4 mL). The reaction was stirred at ambient temperature for 2 h after which time LCMS indicated complete conversion of the starting material. The solvent was removed in vacuo, the crude partitioned between water and DCM, the organic layer separated and the aqueous layer was acidified to pH 5 with conc HCl resulting in a thick precip... Reaction conditions: temperature 90 celsius. As a reaction SMILES: [CH3:1][CH2:2][C@H:3]1[O:20][C:18](=[O:19])[CH2:17][C@@H:16]([OH:21])[C@H:15]([CH3:22])[C@@H:14]([O:23][C@@H:24]2[O:29][C@H:28]([CH3:30])[C@@H:27]([OH:31])[C@H:26]([N:32]([CH3:34])[CH3:33])[C@H:25]2[OH:35])[C@@H:13]([CH2:36]C=O)[CH2:12][C@@H:11]([CH3:39])[C:9](=[O:10])[CH:8]=[CH:7][C:6]([CH3:40])=[CH:5][C@@H:4]1[CH2:41][O:42][C@@H:43]1[O:48][C@H:47]([CH3:49])[C@@H:46]([OH:50])[C@@H:45]([O:51][CH3:52])[C@H:44]1[O:53][CH3:54]>C1C=CC=CC=1.C(OCC)(=O)C>[CH3:1][CH2:2][CH:3]1[O:20][C:18](=[O:19])[CH2:17][CH:16]([OH:21])[CH:15]([CH3:22])[CH:14]([O:23][CH:24]2[O:29][CH:28]([CH3:30])[CH:27]([OH:31])[CH:26]([N:32]([CH3:33])[CH3:34])[CH:25]2[OH:35])[CH:13]([CH3:36])[CH2:12][CH:11]([CH3:39])[C:9](=[O:10])[CH:8]=[CH:7][C:6]([CH3:40])=[CH:5][CH:4]1[CH2:41][O:42][CH:43]1[O:48][CH:47]([CH3:49])[CH:46]([OH:50])[CH:45]([O:51][CH3:52])[CH:44]1[O:53][CH3:54]. Yields the product CCC1C(/C=C(\C=C\C(=O)C(CC(C(C(C(CC(=O)O1)O)C)OC2C(C(C(C(O2)C)O)N(C)C)O)C)C)/C)COC3C(C(C(C(O3)C)O)OC)OC (19deformyldesmycosin). The solvent is C1=CC=CC=C1 (benzene), C(C)(=O)OCC (ethyl acetate). Reactants: CC[C@@H]1[C@H](/C=C(/C=C/C(=O)[C@@H](C[C@@H]([C@@H]([C@H]([C@@H](CC(=O)O1)O)C)O[C@H]2[C@@H]([C@H]([C@@H]([C@H](O2)C)O)N(C)C)O)CC=O)C)\C)CO[C@H]3[C@@H]([C@@H]([C@@H]([C@H](O3)C)O)OC)OC (Desmycosin), tris(triphenYlphospbine)rhodium chloride. Yield: 73.0%. Procedure details: Desmycosin (Merck Index, Tenth Edition p. 1405) (18.9 o) was dissolved in degassed benzene (580 mL) and tris(triphenYlphospbine)rhodium chloride (29.5 g.) was added. The mixture was heated under dry nitrogen at 90° C. for 16 h. The mixture was diluted with ethyl acetate and extracted twice with 0.2N hydrochloric acid. The aqueous acid layer was adjusted to pH 10 and extracted with dichloromethane. The latter was dried (MgSO4), filtered and evaporated to dryness. The residue was chromatographed o... Starting materials: O=C(C(=O)OCC)CC (ethyl 2-ketobutyrate), [Si](C)(C)(C(C)(C)C)OC1=CC=C(C=C1)CCC(=O)OCC (ethyl 3-(4-t-butyldimethylsilyloxyphenyl)propionate), CCCCCC.C(C)(=O)OCC (hexane ethyl acetate), C(C)(C)NC(C)C (diisopropylamine), enolate. The solvent is O1CCCC1 (tetrahydrofuran), O1CCCC1 (tetrahydrofuran), O1CCCC1 (tetrahydrofuran). Conditions: temperature -78 celsius, time 5 minute. Yields the product [Si](C)(C)(C(C)(C)C)OC1=CC=C(CC(C(C(=O)OCC)(O)CC)C(=O)OCC)C=C1 (diethyl 3-(4-t-butyldimethylsilyloxybenzyl)-2-ethyl-2-hydroxysuccinate). Isolated yield 25.0%. Reaction SMILES: C(NC(C)C)(C)C.[Si:8]([O:15][C:16]1[CH:21]=[CH:20][C:19]([CH2:22][CH2:23][C:24]([O:26][CH2:27][CH3:28])=[O:25])=[CH:18][CH:17]=1)([C:11]([CH3:14])([CH3:13])[CH3:12])([CH3:10])[CH3:9].[O:29]=[C:30]([CH2:36][CH3:37])[C:31]([O:33][CH2:34][CH3:35])=[O:32].CCCCCC.C(OCC)(=O)C>O1CCCC1>[Si:8]([O:15][C:16]1[CH:17]=[CH:18][C:19]([CH2:22][CH:23]([C:24]([O:26][CH2:27][CH3:28])=[O:25])[C:30]([CH2:36][CH3:37])([OH:29])[C:31]([O:33][CH2:34][CH3:35])=[O:32])=[CH:20][CH:21]=1)([C:11]([CH3:14])([CH3:13])[CH3:12])([CH3:10])[CH3:9] |f:3.4|. Procedure details: Under the atmosphere of argon, to a solution of diisopropylamine (572 mg, 5.65 mmol) in anhydrous tetrahydrofuran (7 mL) was added a 1.54 M n-butyl lithium-hexane solution (3.5 mL, 5.4 mmol) with stirring under ice cooling, and the mixture was stirred at 0° C. for 10 min and then at −78° C. for 5 min. To the mixture, a solution of ethyl 3-(4-t-butyldimethylsilyloxyphenyl)propionate (1.47 g, 4.78 mmol) in anhydrous tetrahydrofuran (7 mL) was added dropwise at the same temperature over 6 min, and ... Reactants: C[C@H]1/C=C/C=C/C=C/C=C/C=C/C=C/C=C/[C@@H](C[C@H]2[C@@H]([C@H](C[C@](O2)(C[C@H](C[C@H]([C@@H](CC[C@H](C[C@H](CC(=O)O[C@H]([C@@H]([C@@H]1O)C)C)O)O)O)O)O)O)O)C(=O)O)O[C@H]3[C@H]([C@H]([C@@H]([C@H](O3)C)O)N)O (amphotericin B), O=C[C@H](O)[C@@H](O)[C@H](O)[C@H](O)CO (glucose). Run in CN(C=O)C (dimethyl formamide). Reaction conditions: time 18 hour. The product is CNC[C@H](O)[C@@H](O)[C@H](O)[C@H](O)CO (N-methylglucamine). Isolated yield 426.0%. Reaction SMILES: C[C@@H]1[C@@H](O)[C@@H](C)[C@H](C)OC(=O)C[C@H](O)C[C@H](O)CC[C@@H](O)[C@H](O)C[C@H](O)C[C@@]2(O)O[C@H]([C@H](C(O)=O)[C@@H](O)C2)C[C@@H](O[C@@H]2O[C@H](C)[C@@H](O)[C@H:58]([NH2:64])[C@@H]2O)C=CC=CC=CC=CC=CC=CC=C1.[O:66]=[CH:67][C@@H:68]([C@H:70]([C@@H:72]([C@@H:74]([CH2:76]O)[OH:75])[OH:73])[OH:71])[OH:69]>CN(C)C=O>[CH3:58][NH:64][CH2:76][C@@H:74]([C@H:72]([C@@H:70]([C@@H:68]([CH2:67][OH:66])[OH:69])[OH:71])[OH:73])[OH:75]. Reported procedure: 20 g of amphotericin B and 6 g of glucose was dissolved in 200 ml of dimethyl formamide and allowed to stand at a temperature of 35° C. for 18 hours. The resulting solution was filtered and 500 ml of 5% ammonium sulphate, aqueous solution, was added to the filtrate the mixture was then allowed to stand at a temperature of +40° C. for 2 hours. The precipitate was filtered and washed with water. 1500 ml of methanol at a temperature of 50° C. and 6 g of N-methylglucamine salt dissolved in 60 ml of ... The reactants are BrCc1ccccc1, CN(C)C=O, C=CCC(O)CCCCCCCCCOc1ccccc1, C1CCOC1. Yields the product C=CCC(CCCCCCCCCOc1ccccc1)OCc1ccccc1. RXN SMILES: [Br:22][CH2:23][c:24]1[cH:25][cH:26][cH:27][cH:28][cH:29]1.[CH3:35][N:36]([CH3:37])[CH:38]=[O:39].[O:1]([c:2]1[cH:3][cH:4][cH:5][cH:6][cH:7]1)[CH2:8][CH2:9][CH2:10][CH2:11][CH2:12][CH2:13][CH2:14][CH2:15][CH2:16][CH:17]([CH2:18][CH:19]=[CH2:20])[OH:21].[O:30]1[CH2:31][CH2:32][CH2:33][CH2:34]1>>[O:1]([c:2]1[cH:3][cH:4][cH:5][cH:6][cH:7]1)[CH2:8][CH2:9][CH2:10][CH2:11][CH2:12][CH2:13][CH2:14][CH2:15][CH2:16][CH:17]([CH2:18][CH:19]=[CH2:20])[O:21][CH2:23][c:24]1[cH:25][cH:26][cH:27][cH:28][cH:29]1. Reactants: [Br-], C1CCOC1, COC(=O)C1=C(OS(=O)(=O)C(F)(F)F)CCN(C(=O)OC(C)(C)C)C1, Fc1ccc([Zn+])cc1, c1ccc(P(c2ccccc2)(c2ccccc2)[Pd](P(c2ccccc2)(c2ccccc2)c2ccccc2)(P(c2ccccc2)(c2ccccc2)c2ccccc2)P(c2ccccc2)(c2ccccc2)c2ccccc2)cc1. Product: COC(=O)C1=C(c2ccc(F)cc2)CCN(C(=O)OC(C)(C)C)C1. Reaction SMILES: [Br-:26].[CH2:112]1[O:113][CH2:114][CH2:115][CH2:116]1.[CH3:1][O:2][C:3](=[O:4])[C:5]1=[C:10]([O:11][S:12]([C:13]([F:14])([F:15])[F:16])(=[O:17])=[O:18])[CH2:9][CH2:8][N:7]([C:19](=[O:20])[O:21][C:22]([CH3:23])([CH3:24])[CH3:25])[CH2:6]1.[F:27][c:28]1[cH:29][cH:30][c:31]([Zn+:34])[cH:32][cH:33]1.[cH:35]1[cH:36][cH:37][c:38]([P:39]([Pd:40]([P:41]([c:42]2[cH:43][cH:44][cH:45][cH:46][cH:47]2)([c:48]2[cH:49][cH:50][cH:51][cH:52][cH:53]2)[c:54]2[cH:55][cH:56][cH:57][cH:58][cH:59]2)([P:60]([c:61]2[cH:62][cH:63][cH:64][cH:65][cH:66]2)([c:67]2[cH:68][cH:69][cH:70][cH:71][cH:72]2)[c:73]2[cH:74][cH:75][cH:76][cH:77][cH:78]2)[P:79]([c:80]2[cH:81][cH:82][cH:83][cH:84][cH:85]2)([c:86]2[cH:87][cH:88][cH:89][cH:90][cH:91]2)[c:92]2[cH:93][cH:94][cH:95][cH:96][cH:97]2)([c:98]2[cH:99][cH:100][cH:101][cH:102][cH:103]2)[c:104]2[cH:105][cH:106][cH:107][cH:108][cH:109]2)[cH:110][cH:111]1>>[CH3:1][O:2][C:3](=[O:4])[C:5]1=[C:10]([c:31]2[cH:30][cH:29][c:28]([F:27])[cH:33][cH:32]2)[CH2:9][CH2:8][N:7]([C:19](=[O:20])[O:21][C:22]([CH3:23])([CH3:24])[CH3:25])[CH2:6]1.